This data is from the Open Reaction Database (ORD), a public repository of structured organic reaction records. The task is: describe an organic reaction: reactants, conditions, products, and yield Starting materials: C(C)(C)(C)OC(=O)NN[C@@H](CC=C)C(C)(C)C ((S)—N′-(1-tert-Butyl-but-3-enyl)-hydrazinecarboxylic acid tert-butyl ester). The reagents and catalysts are [Pd] (Pd/C). The solvent is O (water), CO (methanol). Run at time 4.5 hour. The product is C(C)(C)(C)OC(=O)NN[C@@H](CCC)C(C)(C)C ((S)—N′-(1-tert-butyl-butyl)-hydrazinecarboxylic acid tert-butyl ester). The yield is 92.9%. RXN SMILES: [C:1]([O:5][C:6]([NH:8][NH:9][C@H:10]([C:14]([CH3:17])([CH3:16])[CH3:15])[CH2:11][CH:12]=[CH2:13])=[O:7])([CH3:4])([CH3:3])[CH3:2]>CO.O.[Pd]>[C:1]([O:5][C:6]([NH:8][NH:9][C@H:10]([C:14]([CH3:15])([CH3:17])[CH3:16])[CH2:11][CH2:12][CH3:13])=[O:7])([CH3:4])([CH3:3])[CH3:2]. Procedure details: (S)—N′-(1-tert-Butyl-but-3-enyl)-hydrazinecarboxylic acid tert-butyl ester (2.34 g, 9.65 mmoles) was dissolved in methanol (50 mL) in a Parr bottle. 10% Pd/C (70 mg) was added as a slurry in water (1.6 mL), and the mixture was shaken on a Parr hydrogenator for 4.5 h with a starting pressure of 55 psi. The pressure dEcREase was monitored as a measure of the reaction progress, indicating that the reaction was likely complete after 30 minutes. The catalyst was allowed to substantially settle, and t... The reactants are O=C([O-])[O-], Cc1ccc(N)cc1, CC(=O)[O-], Clc1nnc(Cc2ccncc2)c2ccccc12, [K+], [K+]. Yields the product Cc1ccc(Nc2nnc(Cc3ccncc3)c3ccccc23)cc1. As a reaction SMILES: [C:31](=[O:32])([O-:33])[O-:34].[CH3:19][c:20]1[cH:21][cH:22][c:23]([NH2:24])[cH:25][cH:26]1.[CH3:27][C:28](=[O:29])[O-:30].[Cl:1][c:2]1[n:3][n:4][c:5]([CH2:12][c:13]2[cH:14][cH:15][n:16][cH:17][cH:18]2)[c:6]2[cH:7][cH:8][cH:9][cH:10][c:11]12.[K+:35].[K+:36]>>[c:2]1([NH:24][c:23]2[cH:22][cH:21][c:20]([CH3:19])[cH:26][cH:25]2)[n:3][n:4][c:5]([CH2:12][c:13]2[cH:14][cH:15][n:16][cH:17][cH:18]2)[c:6]2[cH:7][cH:8][cH:9][cH:10][c:11]12. Yields the product C(CCC)N1C(CCC1)COC1=CC=C(C=C1)NS(=O)(=O)CC (N-[4-[(1-Butyl-2-pyrrolidinyl)methoxy]phenyl]ethanesulfonamide). Solvent: N1=CC=CC=C1 (pyridine). Procedure details: React 4-[(1-butyl-2-pyrrolidinyl)methoxy]benzeneamine with ethanesulfonyl chloride in pyridine in a manner similar to Example 16 to obtain the title compound. As a reaction SMILES: [CH2:1]([N:5]1[CH2:9][CH2:8][CH2:7][CH:6]1[CH2:10][O:11][C:12]1[CH:17]=[CH:16][C:15]([NH2:18])=[CH:14][CH:13]=1)[CH2:2][CH2:3][CH3:4].[CH2:19]([S:21](Cl)(=[O:23])=[O:22])[CH3:20]>N1C=CC=CC=1>[CH2:1]([N:5]1[CH2:9][CH2:8][CH2:7][CH:6]1[CH2:10][O:11][C:12]1[CH:17]=[CH:16][C:15]([NH:18][S:21]([CH2:19][CH3:20])(=[O:23])=[O:22])=[CH:14][CH:13]=1)[CH2:2][CH2:3][CH3:4]. The reactants are C(CCC)N1C(CCC1)COC1=CC=C(C=C1)N (4-[(1-butyl-2-pyrrolidinyl)methoxy]benzeneamine), C(C)S(=O)(=O)Cl (ethanesulfonyl chloride). The reactants are C(=O)(OCC1C2=CC=CC=C2C2=CC=CC=C12)N(CC(=O)O)CC(=O)O (N-FMOC-Iminodiacetic acid), FC(C(=O)OC(C(F)(F)F)=O)(F)F (trifluoracetic anhydride). The solvent is C(C)(=O)OCC (ethyl acetate). Conditions: time 1 hour. Product: C(=O)(OCC1C2=CC=CC=C2C2=CC=CC=C12)N1CC(OC(C1)=O)=O (4-FMOC-morpholine-2,6-dione). As a reaction SMILES: [C:1]([N:18]([CH2:23][C:24]([OH:26])=O)[CH2:19][C:20]([OH:22])=[O:21])([O:3][CH2:4][CH:5]1[C:17]2[C:12](=[CH:13][CH:14]=[CH:15][CH:16]=2)[C:11]2[C:6]1=[CH:7][CH:8]=[CH:9][CH:10]=2)=[O:2].FC(F)(F)C(OC(=O)C(F)(F)F)=O>C(OCC)(=O)C>[C:1]([N:18]1[CH2:23][C:24](=[O:26])[O:22][C:20](=[O:21])[CH2:19]1)([O:3][CH2:4][CH:5]1[C:6]2[C:11](=[CH:10][CH:9]=[CH:8][CH:7]=2)[C:12]2[C:17]1=[CH:16][CH:15]=[CH:14][CH:13]=2)=[O:2]. Reported procedure: N-FMOC-Iminodiacetic acid (0.40 g, 1.13 mmol) was suspended in 30 ml ethyl acetate and treated with 1 ml of trifluoracetic anhydride. After stirring for one hour, most of the solvent was evaporated. Petroleum ether was added, followed by evaporation, resulting in a solid residue was dried in vacuo at room temperature. The yield was 0.37 g (97%) mp 180°-185° C. The reactants are C(C)(=O)O (acetic acid), C(CCCCCC)=O (heptanal), ClC1=C(C=O)C=CC(=C1)Cl (2,4-dichlorobenzaldehyde), [OH-].[Na+] (NaOH). Solvent: CO (methanol). Reaction conditions: time 1 hour. Product: C(CCCC)C(C=O)=CC1=C(C=C(C=C1)Cl)Cl (2-n-Pentyl-3-(2,4-dichlorophenyl)-acrolein). Yield: 61.3%. Reaction SMILES: [CH:1](=[O:8])[CH2:2][CH2:3][CH2:4][CH2:5][CH2:6][CH3:7].[Cl:9][C:10]1[CH:17]=[C:16]([Cl:18])[CH:15]=[CH:14][C:11]=1[CH:12]=O.[OH-].[Na+].C(O)(=O)C>CO>[CH2:3]([C:2](=[CH:12][C:11]1[CH:14]=[CH:15][C:16]([Cl:18])=[CH:17][C:10]=1[Cl:9])[CH:1]=[O:8])[CH2:4][CH2:5][CH2:6][CH3:7] |f:2.3|. Reported procedure: 342 g of heptanal were added dropwise to a solution of 525 g of 2,4-dichlorobenzaldehyde and 12 g of NaOH in 1.5 l of methanol in the course of 6 hours. The mixture was allowed to continue reacting for 1 hour, then acidified with glacial acetic acid, and concentrated after a further 15 hours. The residue was taken up in CH2Cl2 /H2O, and the organic phase was washed with water, dried over Na2SO4 and concentrated. Distillation of the residue gave 498 g of (I) of boiling point 152°-160° C./0.2 mbar...